This data is from the Open Reaction Database (ORD), a public repository of structured organic reaction records. The task is: describe an organic reaction: reactants, conditions, products, and yield Starting materials: CN(C)CC(=O)O, CS(C)=O, CCOC(C)=O, [Cu]I, FC(F)(F)c1cc[nH]n1, O=c1[nH]c(=O)n(CCCN2CC3CC3(c3ccc(C(F)(F)F)cc3)C2)cc1I, [K+], [K+], O=C([O-])[O-]. The product is O=c1[nH]c(=O)n(CCCN2CC3CC3(c3ccc(C(F)(F)F)cc3)C2)cc1-n1ccc(C(F)(F)F)n1. Reaction SMILES: [CH3:29][N:30]([CH2:31][C:32](=[O:33])[OH:34])[CH3:35].[CH3:51][S:52](=[O:53])[CH3:54].[CH3:55][CH2:56][O:57][C:58]([CH3:59])=[O:60].[Cu:61][I:62].[F:42][C:43]([c:44]1[n:45][nH:46][cH:47][cH:48]1)([F:49])[F:50].[I:1][c:2]1[c:3](=[O:28])[nH:4][c:5](=[O:27])[n:6]([CH2:8][CH2:9][CH2:10][N:11]2[CH2:12][C:13]3([c:17]4[cH:18][cH:19][c:20]([C:23]([F:24])([F:25])[F:26])[cH:21][cH:22]4)[CH2:14][CH:15]3[CH2:16]2)[cH:7]1.[K+:36].[K+:37].[O-:38][C:39]([O-:40])=[O:41]>>[c:2]1(-[n:46]2[n:45][c:44]([C:43]([F:42])([F:49])[F:50])[cH:48][cH:47]2)[c:3](=[O:28])[nH:4][c:5](=[O:27])[n:6]([CH2:8][CH2:9][CH2:10][N:11]2[CH2:12][C:13]3([c:17]4[cH:18][cH:19][c:20]([C:23]([F:24])([F:25])[F:26])[cH:21][cH:22]4)[CH2:14][CH:15]3[CH2:16]2)[cH:7]1. Reactants: FC(C1=NN=C(S1)N1C(N(CCC1O)C)=O)(F)F (Tetrahydro-1-(5-trifluoromethyl-1,3,4-thiadiazol-2-yl)-3-methyl-6-hydroxy-2(1H)-pyrimidinone), ClC(=O)OC1=C(C=CC=C1)OC (2-methoxyphenyl chloroformate). Run in N1=CC=CC=C1 (pyridine), N1=CC=CC=C1 (pyridine). Reaction conditions: time 15 minute. Product: FC(C1=NN=C(S1)N1C(N(CCC1OC(=O)OC1=C(C=CC=C1)OC)C)=O)(F)F (tetrahydro-1-(5-trifluoromethyl-1,3,4-thiadiazol-2-yl)-3-methyl-6-(2-methoxyphenoxycarbonyloxy)-2(1H)-pyrimidinone). Reaction SMILES: [F:1][C:2]([F:18])([F:17])[C:3]1[S:7][C:6]([N:8]2[CH:13]([OH:14])[CH2:12][CH2:11][N:10]([CH3:15])[C:9]2=[O:16])=[N:5][N:4]=1.Cl[C:20]([O:22][C:23]1[CH:28]=[CH:27][CH:26]=[CH:25][C:24]=1[O:29][CH3:30])=[O:21]>N1C=CC=CC=1>[F:18][C:2]([F:1])([F:17])[C:3]1[S:7][C:6]([N:8]2[CH:13]([O:14][C:20]([O:22][C:23]3[CH:28]=[CH:27][CH:26]=[CH:25][C:24]=3[O:29][CH3:30])=[O:21])[CH2:12][CH2:11][N:10]([CH3:15])[C:9]2=[O:16])=[N:5][N:4]=1. Reported procedure: Tetrahydro-1-(5-trifluoromethyl-1,3,4-thiadiazol-2-yl)-3-methyl-6-hydroxy-2(1H)-pyrimidinone (0.05 mole) dissolved in pyridine (80 ml) is charged into a glass reaction vessel equipped with a mechanical stirrer and thermometer. The solution is cooled to a temperature of about 10° C. and 2-methoxyphenyl chloroformate (0.06 mole) dissolved in pyridine (25 ml) is slowly added with stirring over a period of about 15 minutes. After the addition is completed, the reaction mixture is warmed to room temp...